Dataset: the Open Reaction Database (ORD), a public repository of structured organic reaction records. Task: describe an organic reaction: reactants, conditions, products, and yield Reactants: COC1(OC2CCC2O1)C (3-methoxy-3-methyl-2,4-dioxa-bicyclo[3,2,0]heptane), C[Si](Br)(C)C (trimethylbromosilane). Run in C(Cl)Cl (methylene chloride). Yields the product Br[C@H]1[C@@H](CC1)OC(C)=O (trans-1-bromo-2-acetoxy-cyclobutane). Isolated yield 92.7%. RXN SMILES: C[O:2][C:3]1([CH3:10])O[CH:8]2[CH:5]([CH2:6][CH2:7]2)[O:4]1.C[Si](C)(C)[Br:13]>C(Cl)Cl>[Br:13][C@@H:8]1[CH2:7][CH2:6][C@H:5]1[O:4][C:3](=[O:2])[CH3:10]. Procedure details: 107.0 g (0.743 mol) of 3-methoxy-3-methyl-2,4-dioxa-bicyclo[3,2,0]heptane (stereoisomer mixture) and 122.0 g (0.8 mol) of trimethylbromosilane are heated under reflux in 400 ml of methylene chloride for 15 hours. Concentration and distillation in vacuo give 132.9 g (93%) of trans-1-bromo-2-acetoxy-cyclobutane. Boiling point11 78°, nD20 1.4748. The reactants are COC1=C(C=CC=C1)N1CCN(CC1)C[C@@H]1[C@@H](C2=CC=CC=C2CC1)O (cis-1,2,3,4-tetrahydro-2-[[4-(2-methoxyphenyl)-1-piperazinyl]methyl]-1-naphthalenol), solution, Cl (hydrochloric acid). The solvent is C(C)O (ethanol), CCOCC (ether). The product is Cl.COC1=C(C=CC=C1)N1CCN(CC1)C[C@@H]1[C@@H](C2=CC=CC=C2CC1)O (cis-1,2,3,4-Tetrahydro-2-[ [4-(2-methoxyphenyl)-1-piperazinyl]methyl]-1-naphthalenol, hydrochloride). As a reaction SMILES: [CH3:1][O:2][C:3]1[CH:8]=[CH:7][CH:6]=[CH:5][C:4]=1[N:9]1[CH2:14][CH2:13][N:12]([CH2:15][C@H:16]2[CH2:25][CH2:24][C:23]3[C:18](=[CH:19][CH:20]=[CH:21][CH:22]=3)[C@H:17]2[OH:26])[CH2:11][CH2:10]1.[ClH:27]>C(O)C.CCOCC>[ClH:27].[CH3:1][O:2][C:3]1[CH:8]=[CH:7][CH:6]=[CH:5][C:4]=1[N:9]1[CH2:14][CH2:13][N:12]([CH2:15][C@H:16]2[CH2:25][CH2:24][C:23]3[C:18](=[CH:19][CH:20]=[CH:21][CH:22]=3)[C@H:17]2[OH:26])[CH2:11][CH2:10]1 |f:4.5|. Procedure details: A solution of 4.1 g of cis-1,2,3,4-tetrahydro-2-[[4-(2-methoxyphenyl)-1-piperazinyl]methyl]-1-naphthalenol in 150 ml of absolute ethanol is treated with 4.9 ml of a solution of 4.8 N hydrochloric acid in ether. The mixture is warmed on a steam bath for 15 minutes, cooled and filtered. Recrystallization from ethanol/ether yields 3.5 g of the title compound, melting point 199°-200° C. The reactants are CO (methanol), OCC1=C(C=NC=C1Cl)Cl (4-hydroxymethyl-3,5-dichloropyridine), BrN1C(CCC1=O)=O (N-bromosuccinimide), C1(=CC=CC=C1)P(C1=CC=CC=C1)C1=CC=CC=C1 (triphenylphosphine). The solvent is CN(C=O)C (dimethylformamide), O (water). Reaction conditions: temperature 0 celsius, time 5 minute. Yields the product BrCC1=C(C=NC=C1Cl)Cl (4-bromomethyl-3,5-dichloropyridine). Yield: 73.9%. RXN SMILES: O[CH2:2][C:3]1[C:8]([Cl:9])=[CH:7][N:6]=[CH:5][C:4]=1[Cl:10].[Br:11]N1C(=O)CCC1=O.C1(P(C2C=CC=CC=2)C2C=CC=CC=2)C=CC=CC=1.CO>CN(C)C=O.O>[Br:11][CH2:2][C:3]1[C:8]([Cl:9])=[CH:7][N:6]=[CH:5][C:4]=1[Cl:10]. Procedure details: A cold (0° C.) solution of 4-hydroxymethyl-3,5-dichloropyridine (3.0 g) and N-bromosuccinimide (6.1 g) in dry dimethylformamide (100 mL) is treated with triphenylphosphine (8.9 g), portionwise, during 5 minutes. The resulting red solution is stirred at 0° C. for 45 minutes, and then treated with methanol (5 mL), followed by water (300 mL). The mixture is extracted with diethyl ether (4×200 mL), the combined organic washings dried over sodium sulfate, and the solvent removed under reduced pressur... The reactants are C(C)(C)(C)OC(=O)N(C(CC1=CC2=C(OC(O2)(C(=O)O)C(=O)O)C=C1)C)CC(O)C1=CC(=CC=C1)Cl (5-(2-{tert-butoxycarbonyl-[2-(3-chloro-phenyl)-2-hydroxy-ethyl]-amino}-propyl)-benzo[1,3]dioxole-2,2-dicarboxylic acid), BrCC(=O)OCCC (propyl 2-bromoacetate). The product is C(CC)OC(=O)C(C(=O)OCCC)OC(=O)C1(OC2=C(O1)C=CC(=C2)CC(C)N(CC(O)C2=CC(=CC=C2)Cl)C(=O)OC(C)(C)C)C(=O)O (5-(2-{tert-Butoxycarbonyl-[2-(3-chloro-phenyl)-2-hydroxy-ethyl]-amino}-propyl)-benzo[1,3]dioxole-2,2-dicarboxylic acid bis-propoxycarbonylmethyl ester). Reaction SMILES: [C:1]([O:5][C:6]([N:8]([CH2:27][CH:28]([C:30]1[CH:35]=[CH:34][CH:33]=[C:32]([Cl:36])[CH:31]=1)[OH:29])[CH:9]([CH3:26])[CH2:10][C:11]1[CH:25]=[CH:24][C:14]2[O:15][C:16]([C:21]([OH:23])=[O:22])([C:18]([OH:20])=[O:19])[O:17][C:13]=2[CH:12]=1)=[O:7])([CH3:4])([CH3:3])[CH3:2].Br[CH2:38][C:39]([O:41][CH2:42][CH2:43][CH3:44])=[O:40]>>[CH2:42]([O:41][C:39]([CH:38]([O:19][C:18]([C:16]1([C:21]([OH:23])=[O:22])[O:15][C:14]2[CH:24]=[CH:25][C:11]([CH2:10][CH:9]([N:8]([C:6]([O:5][C:1]([CH3:2])([CH3:3])[CH3:4])=[O:7])[CH2:27][CH:28]([C:30]3[CH:35]=[CH:34][CH:33]=[C:32]([Cl:36])[CH:31]=3)[OH:29])[CH3:26])=[CH:12][C:13]=2[O:17]1)=[O:20])[C:16]([O:15][CH2:14][CH2:13][CH3:12])=[O:17])=[O:40])[CH2:43][CH3:44]. Procedure details: The title compound was prepared from 5-(2-{tert-butoxycarbonyl-[2-(3-chloro-phenyl)-2-hydroxy-ethyl]-amino}-propyl)-benzo[1,3]dioxole-2,2-dicarboxylic acid and propyl 2-bromoacetate according to the procedure of Example 24, step 3 as a colorless oil: 1H NMR (300 MHz, CDCl3): δ 0.91 (t, J=7.4 Hz, 6H), 1.21 (d, J=6.9 Hz, 3H), 1.40 (s, 9H), 1.55-1.72 (m, 4H), 2.47-2.70 (m, 1H), 3.05-3.17 (m, 1H), 3.46-3.60 (m, 1H), 4.11 (t, J=6.6 Hz, 4H), 4.70-4.85 (m, 4H), 5.47 (s, 1H), 6.60-6.92 (m, 3H), 7.20-7.3... The reactants are FC1=CC2=C(C(=NO2)C2=CC=C(C=C2)OC[C@@H]2OC2)C=C1 ((R)-6-fluoro-3-(4-oxiranylmethoxy-phenyl)-benzo[d]isoxazole), C1CNCC2=C1C3=CC=CC=C3N2 (noreleagnine). Solvent: CN(C=O)C (dimethylformamide), C(C)O (ethanol). Product: FC1=CC2=C(C(=NO2)C2=CC=C(OC[C@@H](CN3CC=4NC5=CC=CC=C5C4CC3)O)C=C2)C=C1 ((R)-1-[4-(6-fluoro-benzo[d]isoxazol-3-yl)-phenoxy]-3-(1,2,3,4-tetrahydro-β-carbolin-2-yl)-propan-2-ol). Reaction SMILES: [F:1][C:2]1[CH:21]=[CH:20][C:5]2[C:6]([C:9]3[CH:14]=[CH:13][C:12]([O:15][CH2:16][C@H:17]4[CH2:19][O:18]4)=[CH:11][CH:10]=3)=[N:7][O:8][C:4]=2[CH:3]=1.[CH2:22]1[C:27]2[C:28]3[C:33]([NH:34][C:26]=2[CH2:25][NH:24][CH2:23]1)=[CH:32][CH:31]=[CH:30][CH:29]=3>CN(C)C=O.C(O)C>[F:1][C:2]1[CH:21]=[CH:20][C:5]2[C:6]([C:9]3[CH:10]=[CH:11][C:12]([O:15][CH2:16][C@H:17]([OH:18])[CH2:19][N:24]4[CH2:23][CH2:22][C:27]5[C:28]6[C:33](=[CH:32][CH:31]=[CH:30][CH:29]=6)[NH:34][C:26]=5[CH2:25]4)=[CH:13][CH:14]=3)=[N:7][O:8][C:4]=2[CH:3]=1. Procedure: The title compound is prepared from a mixture of (R)-6-fluoro-3-(4-oxiranylmethoxy-phenyl)-benzo[d]isoxazole in dimethylformamide and noreleagnine in ethanol essentially as described above in Example 21. Purity by LC/MS=99%, [M+H]+=458. Starting materials: CCn1cc(C(=O)O)c(=O)c2cc(Br)c(Cl)cc21, CN1CCNCC1, c1ccncc1. Yields the product CCn1cc(C(=O)O)c(=O)c2cc(Br)c(N3CCN(C)CC3)cc21. As a reaction SMILES: [CH2:1]([CH3:2])[n:3]1[cH:4][c:5]([C:16](=[O:17])[OH:18])[c:6](=[O:15])[c:7]2[cH:8][c:9]([Br:14])[c:10]([Cl:13])[cH:11][c:12]12.[CH3:19][N:20]1[CH2:21][CH2:22][NH:23][CH2:24][CH2:25]1.[cH:26]1[cH:27][cH:28][n:29][cH:30][cH:31]1>>[CH2:1]([CH3:2])[n:3]1[cH:4][c:5]([C:16](=[O:17])[OH:18])[c:6](=[O:15])[c:7]2[cH:8][c:9]([Br:14])[c:10]([N:23]3[CH2:22][CH2:21][N:20]([CH3:19])[CH2:25][CH2:24]3)[cH:11][c:12]12. Starting materials: ClC1=C(C=CC(=C1)O)C(C(C(F)(F)F)(O)C=1C=CC(N(C1)C)=O)C (5-[2-(2-chloro-4-hydroxy-phenyl)-1-hydroxy-1-trifluoromethyl-propyl]-1-methyl-1H-pyridin-2-one), ClC=1C=C(C=CC1C(=O)OC)B(O)O (3-chloro-4-methoxycarbonylphenylboronic acid). Reagents/catalysts: C(C)(=O)[O-].[Cu+2].C(C)(=O)[O-] (copper-(II)-acetate). The solvent is N1=CC=CC=C1 (pyridine). Yields the product COC(C1=C(C=C(C=C1)OC1=CC(=C(C=C1)C(C(C(F)(F)F)(C1=CN(C(C=C1)=O)C)O)C)Cl)Cl)=O (2-Chloro-4-{3-chloro-4-[3,3,3-trifluoro-2-hydroxy-1-methyl-2-(1-methyl-6-oxo-1,6-dihydro-pyridin-3-yl)-propyl]-phenoxy}-benzoic acid methyl ester). As a reaction SMILES: [Cl:1][C:2]1[CH:7]=[C:6]([OH:8])[CH:5]=[CH:4][C:3]=1[CH:9]([CH3:24])[C:10]([C:16]1[CH:17]=[CH:18][C:19](=[O:23])[N:20]([CH3:22])[CH:21]=1)([OH:15])[C:11]([F:14])([F:13])[F:12].[Cl:25][C:26]1[CH:27]=[C:28](B(O)O)[CH:29]=[CH:30][C:31]=1[C:32]([O:34][CH3:35])=[O:33]>C([O-])(=O)C.[Cu+2].C([O-])(=O)C.N1C=CC=CC=1>[CH3:35][O:34][C:32](=[O:33])[C:31]1[CH:30]=[CH:29][C:28]([O:8][C:6]2[CH:5]=[CH:4][C:3]([CH:9]([CH3:24])[C:10]([OH:15])([C:16]3[CH:17]=[CH:18][C:19](=[O:23])[N:20]([CH3:22])[CH:21]=3)[C:11]([F:13])([F:14])[F:12])=[C:2]([Cl:1])[CH:7]=2)=[CH:27][C:26]=1[Cl:25] |f:2.3.4|. Procedure: In analogy to Example 151, step 8, 5-[2-(2-chloro-4-hydroxy-phenyl)-1-hydroxy-1-trifluoromethyl-propyl]-1-methyl-1H-pyridin-2-one (Example 151, step 7) was reacted with 3-chloro-4-methoxycarbonylphenylboronic acid, copper-(II)-acetate and pyridine to give the title compound as a colorless solid. MS (m/e)=530.1 [M+H+].